Dataset: the Open Reaction Database (ORD), a public repository of structured organic reaction records. Task: describe an organic reaction: reactants, conditions, products, and yield The reactants are C(C)OC(CCCOC1=C(C=CC=C1)C(C)N(C1=C(C=CC(=C1)F)F)S(=O)(=O)C1=CC=C(C=C1)Cl)=O (ethyl-4-[2-(1-{[(4-chlorophenyl)sulfonyl]-2,5-difluoroanilino}ethyl)phenoxy]butanoate), O[Li].O (LiOH.H2O). Run in C1CCOC1 (THF), CO (methanol), O (H2O). The product is ClC1=CC=C(C=C1)S(=O)(=O)N(C1=C(C=CC(=C1)F)F)C(C)C1=C(OCCCC(=O)O)C=CC=C1 (4-[2-(1-{[(4-Chlorophenyl)sulfonyl]-2,5-difluoroanilino}ethyl)phenoxy]butanoic Acid). The yield is 40.7%. Reaction SMILES: C([O:3][C:4](=[O:36])[CH2:5][CH2:6][CH2:7][O:8][C:9]1[CH:14]=[CH:13][CH:12]=[CH:11][C:10]=1[CH:15]([N:17]([S:26]([C:29]1[CH:34]=[CH:33][C:32]([Cl:35])=[CH:31][CH:30]=1)(=[O:28])=[O:27])[C:18]1[CH:23]=[C:22]([F:24])[CH:21]=[CH:20][C:19]=1[F:25])[CH3:16])C.O[Li].O>C1COCC1.CO.O>[Cl:35][C:32]1[CH:31]=[CH:30][C:29]([S:26]([N:17]([CH:15]([C:10]2[CH:11]=[CH:12][CH:13]=[CH:14][C:9]=2[O:8][CH2:7][CH2:6][CH2:5][C:4]([OH:36])=[O:3])[CH3:16])[C:18]2[CH:23]=[C:22]([F:24])[CH:21]=[CH:20][C:19]=2[F:25])(=[O:27])=[O:28])=[CH:34][CH:33]=1 |f:1.2|. Reported procedure: A solution of ethyl-4-[2-(1-{[(4-chlorophenyl)sulfonyl]-2,5-difluoroanilino}ethyl)phenoxy]butanoate (1.16 g, 2.2 mmol) in THF (5.2 mL), methanol (1.7 mL) and H2O (1.7 mL) was treated with LiOH.H2O (91 mg, 2.2 mmol) at 25° C. for 3 h. The reaction was then quenched with 1 N HCl solution. The aqueous phase was extracted with ethyl acetate. The combined organic phase was washed with H2O and sat. NaCl aqueous solution, then dried over MgSO4. Concentration and chromatography afforded the desired prod... The reactants are CN(C=1C=C(C#N)C=CC1)C (3-dimethylaminobenzonitrile), CCOCC (ether), ClC=1C=C(CCl)C=CC1 (3-chlorobenzyl chloride), [Mg] (magnesium), CCOCC (ether), CCOCC (ether), CuBr, Grignard reagent. Run at time 8 hour. The product is Cl.ClC=1C=C(C=CC1)CC(=O)C1=CC(=CC=C1)N(C)C (2-(3-chlorophenyl)1-[3-(dimethylamino)phenyl]ethanone hydrochloride). As a reaction SMILES: [Cl:1][C:2]1[CH:3]=[C:4]([CH:7]=[CH:8][CH:9]=1)[CH2:5]Cl.[Mg].[CH3:11][N:12]([CH3:21])[C:13]1[CH:14]=[C:15]([CH:18]=[CH:19][CH:20]=1)[C:16]#N.CC[O:24]CC>>[ClH:1].[Cl:1][C:2]1[CH:3]=[C:4]([CH2:5][C:16]([C:15]2[CH:18]=[CH:19][CH:20]=[C:13]([N:12]([CH3:21])[CH3:11])[CH:14]=2)=[O:24])[CH:7]=[CH:8][CH:9]=1 |f:4.5|. Procedure details: A solution of 10.0 g of 3-chlorobenzyl chloride in 100 ml of dry ether was added slowly to 2.26 g of magnesium in 75 ml of dry ether under nitrogen. The Grignard reagent was stirred at ambient temperature for one hour and then added to a solution of 4.5 g of 3-dimethylaminobenzonitrile in 150 ml of dry ether. After the addition a catalytic amount of CuBr was added and the solution stirred overnight. The reaction was quenched with 200 ml of ammonium chloride solution and diluted with water. The l... Starting materials: COC1=C(C=CC=C1)C(CC(C=O)(C(F)(F)F)O)(C)C (4-(2-methoxyphenyl)-2-hydroxy-4-methyl-2-(trifluoromethyl)-pentanal), NC1=C2C=CC(NC2=CC=C1)=O (5-aminoquinolin-2(1H)-one), imine, B(Br)(Br)Br (BBr3). Yields the product CC1(CC(C(C2=CC=CC(=C12)OC)NC1=C2C=CC(NC2=CC=C1)=O)(C(F)(F)F)O)C (5-{[4,4-dimethyl-2-hydroxy-5-methoxy-2-trifluoromethyl-1,2,3,4-tetrahydronaphthalen-1-yl]amino}-quinolin-2(1H)-one), OC1(C(C2=CC=CC(=C2C(C1)(C)C)O)NC1=C2C=CC(NC2=CC=C1)=O)C(F)(F)F (5-{[2,5-dihydroxy-4,4-dimethyl-2-trifluoromethyl-1,2,3,4-tetrahydronaphthalen-1-yl]amino}-quinolin-2(1H)-one), imine. RXN SMILES: [CH3:1][O:2][C:3]1[CH:8]=[CH:7][CH:6]=[CH:5][C:4]=1[C:9]([CH3:20])([CH3:19])[CH2:10][C:11]([OH:18])([C:14]([F:17])([F:16])[F:15])[CH:12]=O.[NH2:21][C:22]1[CH:31]=[CH:30][CH:29]=[C:28]2[C:23]=1[CH:24]=[CH:25][C:26](=[O:32])[NH:27]2.B(Br)(Br)Br>>[CH3:19][C:9]1([CH3:20])[C:4]2[C:5](=[CH:6][CH:7]=[CH:8][C:3]=2[O:2][CH3:1])[CH:12]([NH:21][C:22]2[CH:31]=[CH:30][CH:29]=[C:28]3[C:23]=2[CH:24]=[CH:25][C:26](=[O:32])[NH:27]3)[C:11]([OH:18])([C:14]([F:15])([F:17])[F:16])[CH2:10]1.[OH:18][C:11]1([C:14]([F:15])([F:16])[F:17])[CH2:10][C:9]([CH3:19])([CH3:20])[C:4]2[C:5](=[CH:6][CH:7]=[CH:8][C:3]=2[OH:2])[CH:12]1[NH:21][C:22]1[CH:31]=[CH:30][CH:29]=[C:28]2[C:23]=1[CH:24]=[CH:25][C:26](=[O:32])[NH:27]2. Procedure: Analogously to Example 2, the corresponding imine is produced starting from 1.0 g of 4-(2-methoxyphenyl)-2-hydroxy-4-methyl-2-(trifluoromethyl)-pentanal and 553 mg of 5-aminoquinolin-2(1H)-one. 21 mg of 5-{[4,4-dimethyl-2-hydroxy-5-methoxy-2-trifluoromethyl-1,2,3,4-tetrahydronaphthalen-1-yl]amino}-quinolin-2(1H)-one as fraction 1 and 5 mg of 5-{[2,5-dihydroxy-4,4-dimethyl-2-trifluoromethyl-1,2,3,4-tetrahydronaphthalen-1-yl]amino}-quinolin-2(1H)-one as fraction 2 are obtained by reaction of 50 mg... Reaction SMILES: [Br:1][C:2]1[CH:3]=[C:4]2[C:15](=[CH:16][CH:17]=1)[O:14][C:7]1([CH2:12][CH2:11][C:10](=[O:13])[CH2:9][CH2:8]1)[CH2:6][C:5]2=[O:18].[BH4-].[Na+]>C1COCC1>[Br:1][C:2]1[CH:3]=[C:4]2[C:15](=[CH:16][CH:17]=1)[O:14][C:7]1([CH2:8][CH2:9][CH:10]([OH:13])[CH2:11][CH2:12]1)[CH2:6][C:5]2=[O:18] |f:1.2|. Run in C1CCOC1 (THF). Procedure: In a 25 mL round bottom flask was placed 6-bromospiro[chroman-2,1′-cyclohexane]-4,4′-dione (240 mg, 0.779 mmol) and it was dissolved in THF (7.8 mL). To this solution was added NaBH4 (30 mg, 0.789 mmol) and the reaction was allowed to stir at room temperature for 5 minutes. At that time, TLC indicated total consumption of the diketone. The reaction was diluted with water (10 mL) and ethyl acetate (10 mL) and it was allowed to stir for 15 minutes. The phases were separated and the aqueous phase w... The yield is 24.0%. Reaction conditions: time 5 minute. Yields the product BrC=1C=C2C(CC3(CCC(CC3)O)OC2=CC1)=O (6-bromo-4′-hydroxyspiro[chroman-2,1′-cyclohexan]-4-one). Reactants: BrC=1C=C2C(CC3(CCC(CC3)=O)OC2=CC1)=O (6-bromospiro[chroman-2,1′-cyclohexane]-4,4′-dione), [BH4-].[Na+] (NaBH4). Starting materials: CC1=C(COC=2C=C(C=CC2)C(CC(C(=O)O)C(=O)O)=O)C(=CC=C1)C (2-(2-(3-(2,6-dimethylbenzyloxy)phenyl)-2-oxoethyl)malonic acid). Run in C1(=CC=CC=C1)C (toluene). Conditions: time 4 hour. Product: CC1=C(COC=2C=C(C=CC2)C(CCC(=O)O)=O)C(=CC=C1)C (4-[3-(2,6-dimethylbenzyloxy)-phenyl]-4-oxobutanoic acid). The yield is 52.3%. As a reaction SMILES: [CH3:1][C:2]1[CH:25]=[CH:24][CH:23]=[C:22]([CH3:26])[C:3]=1[CH2:4][O:5][C:6]1[CH:7]=[C:8]([C:12](=[O:21])[CH2:13][CH:14](C(O)=O)[C:15]([OH:17])=[O:16])[CH:9]=[CH:10][CH:11]=1>C1(C)C=CC=CC=1>[CH3:26][C:22]1[CH:23]=[CH:24][CH:25]=[C:2]([CH3:1])[C:3]=1[CH2:4][O:5][C:6]1[CH:7]=[C:8]([C:12](=[O:21])[CH2:13][CH2:14][C:15]([OH:17])=[O:16])[CH:9]=[CH:10][CH:11]=1. Procedure details: The 2-(2-(3-(2,6-dimethylbenzyloxy)phenyl)-2-oxoethyl)malonic acid (4.8 g) was suspended in toluene (20 ml), and the mixture was heated to reflux for 7 hours. The mixture was allowed to cool to room temperature overnight. The desired product crystallized out, and the suspension was stored at 5° C. for 4 hours. The solid was collected by filtration and dried under vacuum to give 2.2 grams of 4-[3-(2,6-dimethylbenzyloxy)-phenyl]-4-oxobutanoic acid. The mother liquor was evaporated and the residue ...